This data is from the Open Reaction Database (ORD), a public repository of structured organic reaction records. The task is: describe an organic reaction: reactants, conditions, products, and yield The reactants are CC1(C(NC2=CC(=C(C=C12)NC(C)=O)[N+](=O)[O-])=O)C (N-(3,3-dimethyl-6-nitro-2-oxo-2,3-dihydro-1H-indol-5-yl)-acetamide), alkylated acetamide, C(Cl)Cl.CO (CH2Cl2 MeOH), C(C)(C)I (isopropyl iodide), C(=O)([O-])[O-].[K+].[K+] (K2CO3), ice water. Run in Cl (hydrochloric acid), CC(C)O (2-propanol). The product is NC=1C=C2C(C(N(C2=CC1[N+](=O)[O-])C(C)C)=O)(C)C (5-amino-1-isopropyl-3,3-dimethyl-6-nitro-1,3-dihydro-indol-2-one). Isolated yield 30.0%. Reaction SMILES: [CH3:1][C:2]1([CH3:19])[C:10]2[C:5](=[CH:6][C:7]([N+:15]([O-:17])=[O:16])=[C:8]([NH:11]C(=O)C)[CH:9]=2)[NH:4][C:3]1=[O:18].[CH:20](I)([CH3:22])[CH3:21].C([O-])([O-])=O.[K+].[K+].C(Cl)Cl.CO>CC(O)C.Cl>[NH2:11][C:8]1[CH:9]=[C:10]2[C:5](=[CH:6][C:7]=1[N+:15]([O-:17])=[O:16])[N:4]([CH:20]([CH3:22])[CH3:21])[C:3](=[O:18])[C:2]2([CH3:1])[CH3:19] |f:2.3.4,5.6|. Procedure details: Analogously to general procedure (I) N-(3,3-dimethyl-6-nitro-2-oxo-2,3-dihydro-1H-indol-5-yl)-acetamide (1 g) is alkylated using isopropyl iodide (1.6 ml; 15.5 mmol) and K2CO3 (2.1 g; 15.2 mmol) at RT for 7 days. After aqueous work-up and flash chromatography on silica gel eluting with CH2Cl2/MeOH (30:1) the pure alkylated acetamide (0.45 g; 1.46 mmol) is de-acetylated under reflux in 2-propanol (1.5 ml) and hydrochloric acid (6 N; 5.5 ml). After completion of the reaction the mixture is poured ... The reactants are CSCS(C)=O, CN(C)C=O, CCOC(=O)c1ccc2cccc(Cl)c2c1, [H-], [Na+]. Product: CSC(C(=O)c1ccc2cccc(Cl)c2c1)S(C)=O. Reaction SMILES: [CH3:19][S:20][CH2:21][S:22](=[O:23])[CH3:24].[CH3:25][N:26]([CH3:27])[CH:28]=[O:29].[Cl:3][c:4]1[cH:5][cH:6][cH:7][c:8]2[cH:9][cH:10][c:11]([C:14]([O:16][CH2:15][CH3:17])=[O:18])[cH:12][c:13]12.[H-:1].[Na+:2]>>[Cl:3][c:4]1[cH:5][cH:6][cH:7][c:8]2[cH:9][cH:10][c:11]([C:14](=[O:16])[CH:21]([S:20][CH3:19])[S:22](=[O:23])[CH3:24])[cH:12][c:13]12. The reactants are C[S-].[Na+] (Sodium thiomethoxide), ClCC=1N(C(=CN1)C1=NC(=NC=C1)NC1=CC=C(C=C1)S(NCCOC)(=O)=O)CCC (4-[2-(chloromethyl)-1-(propyl)imidazol-5-yl]-2-{4-[N-(2-methoxyethyl)sulphamoyl]anilino}pyrimidine), CO (MeOH). Run at time 3 hour. Yields the product CSCC=1N(C(=CN1)C1=NC(=NC=C1)NC1=CC=C(C=C1)S(NCCOCC)(=O)=O)CCC (4-[2-(Methylthiomethyl)-1-(propyl)imidazol-5-yl]-2-{4-[N-(2-ethoxyethyl)sulphamoyl]anilino}pyrimidine). As a reaction SMILES: [CH3:1][S-:2].[Na+].Cl[CH2:5][C:6]1[N:7]([CH2:32][CH2:33][CH3:34])[C:8]([C:11]2[CH:16]=[CH:15][N:14]=[C:13]([NH:17][C:18]3[CH:23]=[CH:22][C:21]([S:24](=[O:31])(=[O:30])[NH:25][CH2:26][CH2:27][O:28][CH3:29])=[CH:20][CH:19]=3)[N:12]=2)=[CH:9][N:10]=1.[CH3:35]O>>[CH3:1][S:2][CH2:5][C:6]1[N:7]([CH2:32][CH2:33][CH3:34])[C:8]([C:11]2[CH:16]=[CH:15][N:14]=[C:13]([NH:17][C:18]3[CH:23]=[CH:22][C:21]([S:24](=[O:31])(=[O:30])[NH:25][CH2:26][CH2:27][O:28][CH2:29][CH3:35])=[CH:20][CH:19]=3)[N:12]=2)=[CH:9][N:10]=1 |f:0.1|. Procedure: Sodium thiomethoxide (21 mg, 0.3 mmol) was added to a stirred solution of 4-[2-(chloromethyl)-1-(propyl)imidazol-5-yl]-2-{4-[N-(2-methoxyethyl)sulphamoyl]anilino}pyrimidine (Method 116; 52 mg, 0.1 mmol) in MeOH (5 ml) and the solution was stirred at ambient temperature for 3 hour. The solvent was removed evaporation and the residue was partitioned between water and EtOAc. The organic phase was washed with saturated aqueous sodium hydrogen carbonate solution and brine, dried (Na2SO4) and the vola... Reactants: CCOC(=O)c1cc2cc(-c3ccc(C(F)(F)F)cn3)ccc2[nH]1, CCOC(C)=O, ClC(Cl)(Cl)Cl. Yields the product CCOC(=O)c1[nH]c2ccc(-c3ccc(C(F)(F)F)cn3)cc2c1Cl. Reaction SMILES: [CH2:1]([CH3:2])[O:3][C:4](=[O:5])[c:6]1[nH:7][c:8]2[cH:9][cH:10][c:11](-[c:15]3[n:16][cH:17][c:18]([C:21]([F:22])([F:23])[F:24])[cH:19][cH:20]3)[cH:12][c:13]2[cH:14]1.[CH3:30][CH2:31][O:32][C:33]([CH3:34])=[O:35].[Cl:25][C:26]([Cl:27])([Cl:28])[Cl:29]>>[CH2:1]([CH3:2])[O:3][C:4](=[O:5])[c:6]1[nH:7][c:8]2[cH:9][cH:10][c:11](-[c:15]3[n:16][cH:17][c:18]([C:21]([F:22])([F:23])[F:24])[cH:19][cH:20]3)[cH:12][c:13]2[c:14]1[Cl:25].